The task is: describe an organic reaction: reactants, conditions, products, and yield. This data is from the Open Reaction Database (ORD), a public repository of structured organic reaction records. Reactants: C1(NNC(C2=CC=CC=C12)=O)=O (2,3-dihydrophthalazine-1,4-dione), COC1=CC=C(COC2=CC(=NC=C2OCC2=CC=C(C=C2)OC)CN2C(C3=CC=CC=C3C2=O)=O)C=C1 (2-((4,5-bis(4-methoxybenzyloxy)pyridin-2-yl)methyl)isoindoline-1,3-dione), COC1=CC=C(COC2=CC(=NC=C2OCC2=CC=C(C=C2)OC)CN2C(C3=CC=CC=C3C2=O)=O)C=C1 (2-((4,5-bis(4-methoxybenzyloxy)pyridin-2-yl)methyl)isoindoline-1,3-dione), O.NN (hydrazine hydrate), O.NN (hydrazine hydrate), CCOCC (ether). Run in CO (methanol), C(Cl)(Cl)Cl (chloroform), CO (methanol). Reaction conditions: time 8 hour. Yields the product COC1=CC=C(COC2=CC(=NC=C2OCC2=CC=C(C=C2)OC)CN)C=C1 ((4,5-bis(4-methoxybenzyloxy)pyridin-2-yl)methanamine), foam. The yield is 100.0%. RXN SMILES: [CH3:1][O:2][C:3]1[CH:38]=[CH:37][C:6]([CH2:7][O:8][C:9]2[C:14]([O:15][CH2:16][C:17]3[CH:22]=[CH:21][C:20]([O:23][CH3:24])=[CH:19][CH:18]=3)=[CH:13][N:12]=[C:11]([CH2:25][N:26]3C(=O)C4C(=CC=CC=4)C3=O)[CH:10]=2)=[CH:5][CH:4]=1.O.NN.CCOCC.C1(=O)C2C(=CC=CC=2)C(=O)NN1>C(Cl)(Cl)Cl.CO>[CH3:1][O:2][C:3]1[CH:4]=[CH:5][C:6]([CH2:7][O:8][C:9]2[C:14]([O:15][CH2:16][C:17]3[CH:22]=[CH:21][C:20]([O:23][CH3:24])=[CH:19][CH:18]=3)=[CH:13][N:12]=[C:11]([CH2:25][NH2:26])[CH:10]=2)=[CH:37][CH:38]=1 |f:1.2|. Procedure: To a solution of 2-((4,5-bis(4-methoxybenzyloxy)pyridin-2-yl)methyl)isoindoline-1,3-dione (Intermediate 64, 1.1 g, 2.15 mmol) in chloroform (20 mL) and methanol (10 mL) at room temperature was added hydrazine hydrate (0.328 mL, 4.31 mmol). The reaction was stirred overnight at room temperature. Another 1 eq of hydrazine hydrate was added. After 4 hours the reaction mixture was filtered to remove the solids. The filtrate was concentrated to afford an orange oil. The oil was dissolved in methanol ...